Task: describe an organic reaction: reactants, conditions, products, and yield. Dataset: the Open Reaction Database (ORD), a public repository of structured organic reaction records Reactants: O=C(Cl)Oc1ccccc1, ClCCl, CN1CCN(c2nn(S(=O)(=O)c3ccccc3)c3ccccc23)CC1. Product: O=C(Oc1ccccc1)N1CCN(c2nn(S(=O)(=O)c3ccccc3)c3ccccc23)CC1. As a reaction SMILES: [Cl:26][C:27](=[O:28])[O:29][c:30]1[cH:31][cH:32][cH:33][cH:34][cH:35]1.[Cl:36][CH2:37][Cl:38].[c:1]1([S:7](=[O:8])(=[O:9])[n:10]2[n:11][c:12]([N:19]3[CH2:20][CH2:21][N:22]([CH3:25])[CH2:23][CH2:24]3)[c:13]3[cH:14][cH:15][cH:16][cH:17][c:18]23)[cH:2][cH:3][cH:4][cH:5][cH:6]1>>[c:1]1([S:7](=[O:8])(=[O:9])[n:10]2[n:11][c:12]([N:19]3[CH2:20][CH2:21][N:22]([C:27](=[O:28])[O:29][c:30]4[cH:31][cH:32][cH:33][cH:34][cH:35]4)[CH2:23][CH2:24]3)[c:13]3[cH:14][cH:15][cH:16][cH:17][c:18]23)[cH:2][cH:3][cH:4][cH:5][cH:6]1. Reactants: [Si](C)(C)(C(C)(C)C)OCC1=CC(=NC=C1)C=O (4-{[(tert-butyldimethylsilyl)oxy]methyl}pyridine-2-carbaldehyde), CSCCN (2-(methylsulfanyl)ethan-1-amine). The product is [Si](C)(C)(C(C)(C)C)OCC1=CC(=NC=C1)CNCCSC ([(4-{[(tert-butyldimethylsilyl)oxy]methyl}pyridin-2-yl)methyl][2-(methylsulfanyl)ethyl]amine). RXN SMILES: [Si:1]([O:8][CH2:9][C:10]1[CH:15]=[CH:14][N:13]=[C:12]([CH:16]=O)[CH:11]=1)([C:4]([CH3:7])([CH3:6])[CH3:5])([CH3:3])[CH3:2].[CH3:18][S:19][CH2:20][CH2:21][NH2:22]>>[Si:1]([O:8][CH2:9][C:10]1[CH:15]=[CH:14][N:13]=[C:12]([CH2:16][NH:22][CH2:21][CH2:20][S:19][CH3:18])[CH:11]=1)([C:4]([CH3:7])([CH3:6])[CH3:5])([CH3:3])[CH3:2]. Procedure details: By General Procedure A from 4-{[(tert-butyldimethylsilyl)oxy]methyl}pyridine-2-carbaldehyde and 2-(methylsulfanyl)ethan-1-amine. Purification by column chromatography (DCM/MeOH/NH4OH (90:10:1)) gave the title compound as yellow oil. 1H NMR (300 MHz, Methanol-d4): δ 8.4 (d, 1H), 7.3 (s, 1H), 7.1 (d, 1H), 4.7 (s, 2H), 3.9 (s, 2H), 2.7 (t, 2H), 2.6 (t, 2H), 2.58 (q, 2H), 1.2 (t, 3H), 0.9 (s, 9H). Reactants: C1COCCO1, CC1(C)OCC(CONC(=O)c2c(Nc3ccc(I)cc3F)c3cnccc3n2C2CC2)O1, CO, Cl. Yields the product O=C(NOCC(O)CO)c1c(Nc2ccc(I)cc2F)c2cnccc2n1C1CC1. As a reaction SMILES: [CH2:37]1[O:38][CH2:39][CH2:40][O:41][CH2:42]1.[CH3:1][C:2]1([CH3:33])[O:3][CH2:4][CH:5]([CH2:7][O:8][NH:9][C:10](=[O:11])[c:12]2[c:13]([NH:24][c:25]3[c:26]([F:32])[cH:27][c:28]([I:31])[cH:29][cH:30]3)[c:14]3[cH:15][n:16][cH:17][cH:18][c:19]3[n:20]2[CH:21]2[CH2:22][CH2:23]2)[O:6]1.[CH3:35][OH:36].[ClH:34]>>[OH:3][CH2:4][CH:5]([OH:6])[CH2:7][O:8][NH:9][C:10](=[O:11])[c:12]1[c:13]([NH:24][c:25]2[c:26]([F:32])[cH:27][c:28]([I:31])[cH:29][cH:30]2)[c:14]2[cH:15][n:16][cH:17][cH:18][c:19]2[n:20]1[CH:21]1[CH2:22][CH2:23]1.